From a dataset of the Open Reaction Database (ORD), a public repository of structured organic reaction records. describe an organic reaction: reactants, conditions, products, and yield Reactants: CC(=O)NC1(C#N)CCC2CCC1C2, CC(=O)O, CC(=O)OC(C)=O, O=[Pt]. Yields the product CC(=O)NCC1(NC(C)=O)CCC2CCC1C2. Reaction SMILES: [C:1]([CH3:2])(=[O:3])[NH:4][C:5]1([C:13]#[N:14])[CH:6]2[CH2:7][CH2:8][CH:9]([CH2:10][CH2:11]1)[CH2:12]2.[CH3:15][C:16]([OH:17])=[O:18].[CH3:19][C:20]([O:21][C:22](=[O:23])[CH3:24])=[O:25].[Pt:26]=[O:27]>>[C:1]([CH3:2])(=[O:3])[NH:4][C:5]1([CH2:13][NH:14][C:16]([CH3:15])=[O:17])[CH:6]2[CH2:7][CH2:8][CH:9]([CH2:10][CH2:11]1)[CH2:12]2. The reactants are C(C)(C)(C)C=1OC=C(N1)CCl (2-tert-butyl-4-chloromethyloxazole), [C-]#N.[Na+] (sodium cyanide), dilute aqueous solution, [OH-].[Na+] (sodium hydroxide). The solvent is CS(=O)C (dimethylsulfoxide), CS(=O)C (dimethylsulfoxide). Reaction conditions: temperature 65 celsius. Yields the product C(C)(C)(C)C=1OC=C(N1)CC#N (2-tert-butyl-4-cyanomethyloxazole). The yield is 92.6%. Reaction SMILES: [C-:1]#[N:2].[Na+].[C:4]([C:8]1[O:9][CH:10]=[C:11]([CH2:13]Cl)[N:12]=1)([CH3:7])([CH3:6])[CH3:5].[OH-].[Na+]>CS(C)=O>[C:4]([C:8]1[O:9][CH:10]=[C:11]([CH2:13][C:1]#[N:2])[N:12]=1)([CH3:7])([CH3:6])[CH3:5] |f:0.1,3.4|. Procedure details: 6.2 g of sodium cyanide was weighed, 50 ml of dimethylsulfoxide was added thereto, and a dimethylsulfoxide solution of 16.9 g of 2-tert-butyl-4-chloromethyloxazole was dropwise added thereto, and heated on an oil bath at 65° C. for 1 hour with stirring. After the resulting product was cooled to room temperature, 150 ml of a dilute aqueous solution of sodium hydroxide was added thereto, and extracted with toluene. The organic layer was fully washed with water, and dried over anhydrous sodium sulf... The reactants are OC1=C(C=C(C(=O)O)C=C1)C(=O)O (4-hydroxyisophtalic acid), CC(=O)C (acetone). Run in C(=O)(C(F)(F)F)O (TFA), C(=O)(C(F)(F)F)OC(=O)C(F)(F)F (TFAA). Reaction conditions: temperature 100 celsius. Product: CC1(OC(C2=C(O1)C=CC(=C2)C(=O)O)=O)C (2,2-dimethyl-4-oxo-4H-1,3-benzodioxine-6-carboxylic acid). Yield: 77.0%. RXN SMILES: [OH:1][C:2]1[CH:10]=[CH:9][C:5]([C:6]([OH:8])=[O:7])=[CH:4][C:3]=1[C:11]([OH:13])=[O:12].[CH3:14][C:15]([CH3:17])=O>C(O)(C(F)(F)F)=O.C(OC(C(F)(F)F)=O)(C(F)(F)F)=O>[CH3:14][C:15]1([CH3:17])[O:1][C:2]2[CH:10]=[CH:9][C:5]([C:6]([OH:8])=[O:7])=[CH:4][C:3]=2[C:11](=[O:13])[O:12]1. Procedure details: A suspension of 4-hydroxyisophtalic acid (Aldrich, 5.0 g, 27.5 mmol) in acetone (10 mL), TFA (30 mL) and TFAA (10 mL) was heated at 100° C. for 24 hrs. The reaction mixture was concentrated under reduced pressure. The residue was taken up with an aqueous solution of HCl (100 mL, 1N) and extracted with EtOAc (3×200 L); The combined organic layers were dried over MgSO4 and the solvents were removed under reduced: pressure. The crude compound was recrystallized in Et2O (50 mL) to give 4.67 g (77%) ...